The task is: describe an organic reaction: reactants, conditions, products, and yield. This data is from the Open Reaction Database (ORD), a public repository of structured organic reaction records. RXN SMILES: [ClH:35].[F:1][c:2]1[cH:3][cH:4][c:5]([CH:8]2[CH2:9][O:10][c:11]3[cH:12][c:13]([O:33][CH3:34])[cH:14][cH:15][c:16]3[CH:17]2[c:18]2[cH:19][cH:20][c:21]([O:24][CH2:25][CH2:26][N:27]3[CH2:28][CH2:29][CH2:30][CH2:31][CH2:32]3)[cH:22][cH:23]2)[cH:6][cH:7]1.[n:36]1[cH:37][cH:38][cH:39][cH:40][cH:41]1>>[F:1][c:2]1[cH:3][cH:4][c:5]([CH:8]2[CH2:9][O:10][c:11]3[cH:12][c:13]([OH:33])[cH:14][cH:15][c:16]3[CH:17]2[c:18]2[cH:19][cH:20][c:21]([O:24][CH2:25][CH2:26][N:27]3[CH2:28][CH2:29][CH2:30][CH2:31][CH2:32]3)[cH:22][cH:23]2)[cH:6][cH:7]1. The reactants are Cl, COc1ccc2c(c1)OCC(c1ccc(F)cc1)C2c1ccc(OCCN2CCCCC2)cc1, c1ccncc1. The product is Oc1ccc2c(c1)OCC(c1ccc(F)cc1)C2c1ccc(OCCN2CCCCC2)cc1.